From a dataset of the Open Reaction Database (ORD), a public repository of structured organic reaction records. describe an organic reaction: reactants, conditions, products, and yield Reactants: CC(C)(C)OC(=O)CBr, CC(O)C1CCC2C3=CC=C4CC(O[Si](C)(C)C(C)(C)C)CC(O[Si](C)(C)C(C)(C)C)C4(C)C3CCC21C, C1COCCOCCOCCOCCO1, [H-], [Na+], C1CCOC1. Yields the product CC(OCC(=O)OC(C)(C)C)C1CCC2C3=CC=C4CC(O[Si](C)(C)C(C)(C)C)CC(O[Si](C)(C)C(C)(C)C)C4(C)C3CCC21C. As a reaction SMILES: [Br:56][CH2:57][C:58](=[O:59])[O:60][C:61]([CH3:62])([CH3:63])[CH3:64].[C:1]([CH3:2])([CH3:3])([CH3:4])[Si:5]([O:6][CH:7]1[CH2:8][CH:9]([O:29][Si:30]([CH3:31])([CH3:32])[C:33]([CH3:34])([CH3:35])[CH3:36])[CH2:10][C:11]2=[CH:12][CH:13]=[C:14]3[CH:15]4[CH2:16][CH2:17][CH:18]([CH:19]([CH3:20])[OH:21])[C:22]4([CH3:28])[CH2:23][CH2:24][CH:25]3[C:26]12[CH3:27])([CH3:37])[CH3:38].[CH2:41]1[O:42][CH2:43][CH2:44][O:45][CH2:46][CH2:47][O:48][CH2:49][CH2:50][O:51][CH2:52][CH2:53][O:54][CH2:55]1.[H-:39].[Na+:40].[O:65]1[CH2:66][CH2:67][CH2:68][CH2:69]1>>[C:1]([CH3:2])([CH3:3])([CH3:4])[Si:5]([O:6][CH:7]1[CH2:8][CH:9]([O:29][Si:30]([CH3:31])([CH3:32])[C:33]([CH3:34])([CH3:35])[CH3:36])[CH2:10][C:11]2=[CH:12][CH:13]=[C:14]3[CH:15]4[CH2:16][CH2:17][CH:18]([CH:19]([CH3:20])[O:21][CH2:57][C:58](=[O:59])[O:60][C:61]([CH3:62])([CH3:63])[CH3:64])[C:22]4([CH3:28])[CH2:23][CH2:24][CH:25]3[C:26]12[CH3:27])([CH3:37])[CH3:38]. The yield is 70.0%. Procedure: To a solution of (2S,4R)-4-methanesulfonyloxy-1-(4-nitrobenzyloxycarbonyl)-2-(2-oxoimidazolidin-1-yl)methylpyrrolidine (1.84 g) in dimethylformamide (40 ml) was added potassium thioacetate (0.95 g) and the mixture was stirred at 70°-80° C. for 2 hours. The reaction mixture was poured into ice-water (200 ml) and extracted 3 times with ethyl acetate (100 ml). The extract was washed with saturated aqueous sodium chloride, dried over anhydrous magnesium sulfate and evaporated in vacuo. The resulting... Reaction conditions: time 2 hour. Run in CN(C=O)C (dimethylformamide). Starting materials: CS(=O)(=O)O[C@@H]1C[C@H](N(C1)C(=O)OCC1=CC=C(C=C1)[N+](=O)[O-])CN1C(NCC1)=O ((2S,4R)-4-methanesulfonyloxy-1-(4-nitrobenzyloxycarbonyl)-2-(2-oxoimidazolidin-1-yl)methylpyrrolidine), C(C)(=S)[O-].[K+] (potassium thioacetate), ice water. Product: C(C)(=O)S[C@H]1C[C@H](N(C1)C(=O)OCC1=CC=C(C=C1)[N+](=O)[O-])CN1C(NCC1)=O ((2S,4S)-4-acetylthio-1-(4-nitrobenzyloxycarbonyl)-2-(2-oxoimidazolidin-1-yl)methylpyrrolidine). RXN SMILES: CS(O[C@H:6]1[CH2:10][N:9]([C:11]([O:13][CH2:14][C:15]2[CH:20]=[CH:19][C:18]([N+:21]([O-:23])=[O:22])=[CH:17][CH:16]=2)=[O:12])[C@H:8]([CH2:24][N:25]2[CH2:29][CH2:28][NH:27][C:26]2=[O:30])[CH2:7]1)(=O)=O.[C:31]([O-:34])(=[S:33])[CH3:32].[K+]>CN(C)C=O>[C:31]([S:33][C@@H:6]1[CH2:10][N:9]([C:11]([O:13][CH2:14][C:15]2[CH:16]=[CH:17][C:18]([N+:21]([O-:23])=[O:22])=[CH:19][CH:20]=2)=[O:12])[C@H:8]([CH2:24][N:25]2[CH2:29][CH2:28][NH:27][C:26]2=[O:30])[CH2:7]1)(=[O:34])[CH3:32] |f:1.2|. Reactants: C(C1=CC=CC=C1)OC1=NN(C=C1C=O)C1=CC=CC=C1 (3-benzyloxy-1-phenyl-1H-pyrazole-4-carbaldehyde), C(P(OCC)(OCC)=O)P(OCC)(OCC)=O (tetraethyl methylenediphosphonate), CN(C=O)C (N,N-dimethylformamide), [H-].[Na+] (sodium hydride). Run in O (Water). Run at time 15 hour. Yields the product C(C1=CC=CC=C1)OC1=NN(C=C1/C=C/P(OCC)(OCC)=O)C1=CC=CC=C1 (diethyl (E)-2-(3-benzyloxy-1-phenyl-1H-pyrazol-4-yl)ethenylphosphonate). Yield: 72.9%. Reaction SMILES: [CH2:1]([O:8][C:9]1[C:13]([CH:14]=O)=[CH:12][N:11]([C:16]2[CH:21]=[CH:20][CH:19]=[CH:18][CH:17]=2)[N:10]=1)[C:2]1[CH:7]=[CH:6][CH:5]=[CH:4][CH:3]=1.[CH2:22](P(=O)(OCC)OCC)[P:23](=[O:30])([O:27][CH2:28][CH3:29])[O:24][CH2:25][CH3:26].CN(C)C=O.[H-].[Na+]>O>[CH2:1]([O:8][C:9]1[C:13](/[CH:14]=[CH:22]/[P:23](=[O:30])([O:27][CH2:28][CH3:29])[O:24][CH2:25][CH3:26])=[CH:12][N:11]([C:16]2[CH:21]=[CH:20][CH:19]=[CH:18][CH:17]=2)[N:10]=1)[C:2]1[CH:7]=[CH:6][CH:5]=[CH:4][CH:3]=1 |f:3.4|. Procedure details: To a mixture of 3-benzyloxy-1-phenyl-1H-pyrazole-4-carbaldehyde (1.00 g), tetraethyl methylenediphosphonate (1.15 g) and N,N-dimethylformamide (30 mL) was added sodium hydride (60% in oil, 0.17 g) at 0° C. The mixture was stirred at room temperature for 15 hrs. Water was poured into the reaction mixture, and the mixture was extracted with ethyl acetate. The organic layer was washed with saturated brine, dried over anhydrous magnesium sulfate and concentrated. The residue was subjected to silica ...